From a dataset of the Open Reaction Database (ORD), a public repository of structured organic reaction records. describe an organic reaction: reactants, conditions, products, and yield Reactants: CC(C)(C)OC(=O)CNC(=O)c1ccc(OCc2ccccc2)c(C(C)(C)C)c1, ClCCl, O=C(O)C(F)(F)F. The product is CC(C)(C)c1cc(C(=O)NCC(=O)O)ccc1OCc1ccccc1. As a reaction SMILES: [CH2:1]([c:2]1[cH:3][cH:4][cH:5][cH:6][cH:7]1)[O:8][c:9]1[c:10]([C:26]([CH3:27])([CH3:28])[CH3:29])[cH:11][c:12]([C:13](=[O:14])[NH:15][CH2:16][C:17](=[O:18])[O:19][C:20]([CH3:21])([CH3:22])[CH3:23])[cH:24][cH:25]1.[Cl:37][CH2:38][Cl:39].[F:30][C:31]([F:32])([F:33])[C:34]([OH:35])=[O:36]>>[CH2:1]([c:2]1[cH:3][cH:4][cH:5][cH:6][cH:7]1)[O:8][c:9]1[c:10]([C:26]([CH3:27])([CH3:28])[CH3:29])[cH:11][c:12]([C:13](=[O:14])[NH:15][CH2:16][C:17](=[O:18])[OH:19])[cH:24][cH:25]1. Reactants: N#Cc1cccc(O)c1, O=C([O-])[O-], CC#N, [Cs+], [Cs+], Cc1c(F)c(F)nc(F)c1F. Yields the product Cc1c(F)c(F)nc(Oc2cccc(C#N)c2)c1F. As a reaction SMILES: [C:12](#[N:13])[c:14]1[cH:15][c:16]([OH:20])[cH:17][cH:18][cH:19]1.[C:21](=[O:22])([O-:23])[O-:24].[CH3:27][C:28]#[N:29].[Cs+:25].[Cs+:26].[F:1][c:2]1[n:3][c:4]([F:11])[c:5]([F:10])[c:6]([CH3:9])[c:7]1[F:8]>>[c:2]1([O:20][c:16]2[cH:15][c:14]([C:12]#[N:13])[cH:19][cH:18][cH:17]2)[n:3][c:4]([F:11])[c:5]([F:10])[c:6]([CH3:9])[c:7]1[F:8]. Starting materials: CCCC(CCCCCC)=O (4-decanone), C(NN)(=O)OC(C)(C)C (tert-butyl carbazate). The solvent is C1CCCCC1.CCCCCCC (cyclohexane heptane). Yields the product C(CC)C(CCCCCC)=NNC(=O)OC(C)(C)C (tert-Butyl N′-(1-propyl-heptylidene)-hydrazinecarboxylate). The yield is 92.9%. As a reaction SMILES: [CH3:1][CH2:2][CH2:3][C:4](=O)[CH2:5][CH2:6][CH2:7][CH2:8][CH2:9][CH3:10].[C:12]([O:16][C:17]([CH3:20])([CH3:19])[CH3:18])(=[O:15])[NH:13][NH2:14]>C1CCCCC1.CCCCCCC>[CH2:3]([C:4](=[N:14][NH:13][C:12]([O:16][C:17]([CH3:20])([CH3:19])[CH3:18])=[O:15])[CH2:5][CH2:6][CH2:7][CH2:8][CH2:9][CH3:10])[CH2:2][CH3:1] |f:2.3|. Procedure: 24.76 g (158 mmol) of 4-decanone and 20.94 g (158 mmol) of tert-butyl carbazate are heated for 90 minutes at 80° C. in 250 ml of cyclohexane/heptane mixture (1:1). After cooling, 39.71 g (93%) of a white solid are obtained by crystallization. Starting materials: BrCCCOC1=CC=C(C(=O)C2=CC=CC=C2)C=C1 (4-(3-bromopropyloxy)benzophenone), C(C)N (ethylamine). Run in C(Cl)(Cl)Cl (chloroform). Conditions: temperature 90 celsius, time 5 hour. Product: C(C)NCCCOC1=CC=C(C=C1)C(C1=CC=CC=C1)=O (N-ethyl-3-(4-benzoylphenyloxy)propylamine). As a reaction SMILES: Br[CH2:2][CH2:3][CH2:4][O:5][C:6]1[CH:19]=[CH:18][C:9]([C:10]([C:12]2[CH:17]=[CH:16][CH:15]=[CH:14][CH:13]=2)=[O:11])=[CH:8][CH:7]=1.[CH2:20]([NH2:22])[CH3:21]>C(Cl)(Cl)Cl>[CH2:20]([NH:22][CH2:2][CH2:3][CH2:4][O:5][C:6]1[CH:19]=[CH:18][C:9]([C:10](=[O:11])[C:12]2[CH:17]=[CH:16][CH:15]=[CH:14][CH:13]=2)=[CH:8][CH:7]=1)[CH3:21]. Reported procedure: 1.0 g of 4-(3-bromopropyloxy)benzophenone was dissolved in a 70% aqueous ethylamine solution, and then stirred at 90° C. for 5 hours. The mixture was dissolved in 50 ml of chloroform, washed with water three times, dried over anhydrous sodium sulfate and then concentrated to obtain 0.9 g of N-ethyl-3-(4-benzoylphenyloxy)propylamine. Reactants: CC(C)CC(Nc1ncc(Br)cn1)C(=O)NCC#N, CC(C)(C)OC(=O)N1CCN(c2ccc(B(O)O)cc2)CC1, [Na+], [Na+], O=C([O-])[O-], CN(C)C=O, O. The product is CC(C)CC(Nc1ncc(-c2ccc(N3CCN(C(=O)OC(C)(C)C)CC3)cc2)cn1)C(=O)NCC#N. Reaction SMILES: [Br:1][c:2]1[cH:3][n:4][c:5]([NH:8][CH:9]([C:10](=[O:11])[NH:12][CH2:13][C:14]#[N:15])[CH2:16][CH:17]([CH3:18])[CH3:19])[n:6][cH:7]1.[C:20]([CH3:21])([CH3:22])([CH3:23])[O:24][C:25](=[O:26])[N:27]1[CH2:28][CH2:29][N:30]([c:33]2[cH:34][cH:35][c:36]([B:39]([OH:40])[OH:41])[cH:37][cH:38]2)[CH2:31][CH2:32]1.[Na+:42].[Na+:43].[O-:44][C:45](=[O:46])[O-:47].[O:49]=[CH:50][N:51]([CH3:52])[CH3:53].[OH2:48]>>[c:2]1(-[c:36]2[cH:35][cH:34][c:33]([N:30]3[CH2:29][CH2:28][N:27]([C:25]([O:24][C:20]([CH3:21])([CH3:22])[CH3:23])=[O:26])[CH2:32][CH2:31]3)[cH:38][cH:37]2)[cH:3][n:4][c:5]([NH:8][CH:9]([C:10](=[O:11])[NH:12][CH2:13][C:14]#[N:15])[CH2:16][CH:17]([CH3:18])[CH3:19])[n:6][cH:7]1. Reactants: CCS, [Li]CCCC, CN(C)C=O, COc1ccc(C(=O)c2c(-c3ccc(OC)cc3)sc3cc(OC)ccc23)cc1, Cl, C1CCOC1. Yields the product COc1ccc(-c2sc3cc(OC)ccc3c2C(=O)c2ccc(O)cc2)cc1. As a reaction SMILES: [CH2:1]([SH:2])[CH3:3].[CH2:4]([Li:5])[CH2:6][CH2:7][CH3:8].[CH3:44][N:45]([CH3:46])[CH:47]=[O:48].[CH3:9][O:10][c:11]1[cH:12][cH:13][c:14]2[c:15]([s:16][c:17](-[c:29]3[cH:30][cH:31][c:32]([O:35][CH3:36])[cH:33][cH:34]3)[c:18]2[C:19](=[O:20])[c:21]2[cH:22][cH:23][c:24]([O:27][CH3:28])[cH:25][cH:26]2)[cH:37]1.[ClH:38].[O:39]1[CH2:40][CH2:41][CH2:42][CH2:43]1>>[CH3:9][O:10][c:11]1[cH:12][cH:13][c:14]2[c:15]([s:16][c:17](-[c:29]3[cH:30][cH:31][c:32]([O:35][CH3:36])[cH:33][cH:34]3)[c:18]2[C:19](=[O:20])[c:21]2[cH:22][cH:23][c:24]([OH:27])[cH:25][cH:26]2)[cH:37]1. Procedure details: To a solution of 15 g of 5-methyl-2,6-dihydrodibenzo[cd,g]indazol-6-one prepared in Example 25-b in 70 ml concentrated sulfuric acid was added 12.5 g of sodium azide [CAS No. 26628-22-8], followed by stirring at room temperature for 30 hours. The reaction mixture was poured onto 700 ml of ice-water, the precipitated powder was collected by filtration and dried in vacuo. The resulting powder was dissolved in a solvent mixture of dimethylformamide-ethyl acetate, sequentially washed with saturated ... Yield: 41.3%. Run at time 30 hour. Starting materials: CC=1C=CC=2NN=C3C4=C(C(C1C23)=O)C=CC=C4 (5-Methyl-2,6-dihydrodibenzo[cd,g]indazol-6-one), [N-]=[N+]=[N-].[Na+] (sodium azide), ice water. RXN SMILES: [CH3:1][C:2]1[CH:3]=[CH:4][C:5]2[NH:6][N:7]=[C:8]3[C:13]=2[C:12]=1[C:11](=[O:14])[C:10]1[CH:15]=[CH:16][CH:17]=[CH:18][C:9]3=1.[N-:19]=[N+]=[N-].[Na+]>S(=O)(=O)(O)O>[CH3:1][C:2]1[CH:3]=[CH:4][C:5]2[NH:6][N:7]=[C:8]3[C:9]4[CH:18]=[CH:17][CH:16]=[CH:15][C:10]=4[C:11](=[O:14])[NH:19][C:12]=1[C:13]=23 |f:1.2|. Yields the product CC1=C2C=3C(=NNC3C=C1)C1=C(C(N2)=O)C=CC=C1 (5-Methyl-6,7-dihydro-2H-benzo[5,6]azepino[4,3,2-cd]indazol-7-one). The solvent is S(O)(O)(=O)=O (sulfuric acid).